This data is from the Open Reaction Database (ORD), a public repository of structured organic reaction records. The task is: describe an organic reaction: reactants, conditions, products, and yield Reactants: CCCC1CCC(CO)CC1, Cl, BrP(Br)Br, c1ccccc1, c1ccncc1. Yields the product CCCC1CCC(CBr)CC1. RXN SMILES: [CH2:1]([CH2:2][CH3:3])[CH:4]1[CH2:5][CH2:6][CH:7]([CH2:10][OH:11])[CH2:8][CH2:9]1.[ClH:16].[P:12]([Br:13])([Br:14])[Br:15].[cH:17]1[cH:18][cH:19][cH:20][cH:21][cH:22]1.[n:23]1[cH:24][cH:25][cH:26][cH:27][cH:28]1>>[CH2:1]([CH2:2][CH3:3])[CH:4]1[CH2:5][CH2:6][CH:7]([CH2:10][Br:13])[CH2:8][CH2:9]1.